From a dataset of the Open Reaction Database (ORD), a public repository of structured organic reaction records. describe an organic reaction: reactants, conditions, products, and yield Starting materials: C1COCCN1, CCO, Clc1nc(Cl)c2ncn(CC3CCOC3)c2n1. The product is Clc1nc(N2CCOCC2)c2ncn(CC3CCOC3)c2n1. As a reaction SMILES: [CH2:18]1[CH2:19][O:20][CH2:21][CH2:22][NH:23]1.[CH3:24][CH2:25][OH:26].[Cl:1][c:2]1[n:3][c:4]([Cl:17])[c:5]2[n:6][cH:7][n:8]([CH2:11][CH:12]3[CH2:13][O:14][CH2:15][CH2:16]3)[c:9]2[n:10]1>>[Cl:1][c:2]1[n:3][c:4]([N:23]2[CH2:18][CH2:19][O:20][CH2:21][CH2:22]2)[c:5]2[n:6][cH:7][n:8]([CH2:11][CH:12]3[CH2:13][O:14][CH2:15][CH2:16]3)[c:9]2[n:10]1. The reactants are Cl (hydrochloride), COC=1C=C2C[C@@H](C2=CC1OC)CN(CCCN1CCC2=C(CC1=O)C=C(C(=C2)OC)OC)C (3-{3-[{[(7S)-3,4-dimethoxybicyclo[4.2.0]octa-1,3,5-trien-7-yl]methyl}(methyl)amino]propyl}-7,8-dimethoxy-1,3,4,5-tetrahydro-2H-3-benzazepin-2-one). Yields the product Cl.COC=1C=C2C[C@@H](C2=CC1OC)CN(CCCN1CCC2=C(CC1=O)C=C(C(=C2)OC)OC)C (3-{3-[{[(7S)-3,4-Dimethoxybicyclo[4.2.0]octa-1,3,5-trien-7-yl]-methyl}(methyl)amino]propyl}-7,8-dimethoxy-1,3,4,5-tetrahydro-2H-3-benzazepin-2-one hydrochloride). As a reaction SMILES: [ClH:1].[CH3:2][O:3][C:4]1[CH:5]=[C:6]2[C:9](=[CH:10][C:11]=1[O:12][CH3:13])[C@@H:8]([CH2:14][N:15]([CH3:35])[CH2:16][CH2:17][CH2:18][N:19]1[C:25](=[O:26])[CH2:24][C:23]3[CH:27]=[C:28]([O:33][CH3:34])[C:29]([O:31][CH3:32])=[CH:30][C:22]=3[CH2:21][CH2:20]1)[CH2:7]2>>[ClH:1].[CH3:2][O:3][C:4]1[CH:5]=[C:6]2[C:9](=[CH:10][C:11]=1[O:12][CH3:13])[C@@H:8]([CH2:14][N:15]([CH3:35])[CH2:16][CH2:17][CH2:18][N:19]1[C:25](=[O:26])[CH2:24][C:23]3[CH:27]=[C:28]([O:33][CH3:34])[C:29]([O:31][CH3:32])=[CH:30][C:22]=3[CH2:21][CH2:20]1)[CH2:7]2 |f:2.3|. Procedure: The hydrochloride of the product obtained in Example 3, Step 2, is prepared by following the procedure described in patent specification EP 0 534 859 (Example 2, Step E). The reactants are BrC1COC2=C(C1=O)C=C(C(=C2)NS(=O)(=O)C)OC2=CC=CC=C2 (3-bromo-2,3-dihydro-7-methylsulfonylamino-6-phenoxy-4H-1-benzopyran-4-one), Cl (hydrochloric acid), [N-]=[N+]=[N-].[Na+] (sodium azide), O (water). The solvent is CN(C=O)C (N,N-dimethylformamide), C(C)(=O)OCC (ethyl acetate). Reaction conditions: time 1 hour. The product is NC1=COC2=C(C1=O)C=C(C(=C2)NS(=O)(=O)C)OC2=CC=CC=C2 (3-amino-7-methylsulfonylamino-6-phenoxy-4H-1 -benzopyran-4-one). The yield is 8.4%. Reaction SMILES: Br[CH:2]1[C:7](=[O:8])[C:6]2[CH:9]=[C:10]([O:18][C:19]3[CH:24]=[CH:23][CH:22]=[CH:21][CH:20]=3)[C:11]([NH:13][S:14]([CH3:17])(=[O:16])=[O:15])=[CH:12][C:5]=2[O:4][CH2:3]1.[N-:25]=[N+]=[N-].[Na+].O.Cl>CN(C)C=O.C(OCC)(=O)C>[NH2:25][C:2]1[C:7](=[O:8])[C:6]2[CH:9]=[C:10]([O:18][C:19]3[CH:24]=[CH:23][CH:22]=[CH:21][CH:20]=3)[C:11]([NH:13][S:14]([CH3:17])(=[O:16])=[O:15])=[CH:12][C:5]=2[O:4][CH:3]=1 |f:1.2|. Reported procedure: In 280 ml of N,N-dimethylformamide was dissolved 40.1 g of 3-bromo-2,3-dihydro-7-methylsulfonylamino-6-phenoxy-4H-1-benzopyran-4-one. Thereto was added 13.9 g of sodium azide. The mixture was stirred for 1 hour at 70°-75° C. The reaction mixture was introduced into a mixed solvent consisting of 1.5 liters of water and 300 ml of ethyl acetate. The mixture was adjusted to pH 0.1 with conc. hydrochloric acid. The aqueous layer was separated, washed with 200 ml of ethyl acetate, adjusted to pH 4.0 w... Reactants: C1(=CC=CC=C1)CCCCCC(=O)O (6-Phenylhexanoic acid), C1=CN(C=N1)C(=O)N2C=CN=C2 (CDI), [N+](=O)([O-])CC (nitroethane), C1CCC2=NCCCN2CC1 (DBU). The product is [N+](=O)([O-])C(C)C(CCCCCC1=CC=CC=C1)=O (2-nitro-8-phenyloctan-3-one). RXN SMILES: [C:1]1([CH2:7][CH2:8][CH2:9][CH2:10][CH2:11][C:12]([OH:14])=O)[CH:6]=[CH:5][CH:4]=[CH:3][CH:2]=1.C1N=CN(C(N2C=NC=C2)=O)C=1.[N+:27]([CH2:30][CH3:31])([O-:29])=[O:28].C1CCN2C(=NCCC2)CC1>>[N+:27]([CH:30]([C:12](=[O:14])[CH2:11][CH2:10][CH2:9][CH2:8][CH2:7][C:1]1[CH:2]=[CH:3][CH:4]=[CH:5][CH:6]=1)[CH3:31])([O-:29])=[O:28]. Procedure: 6-Phenylhexanoic acid (0.154 g, 0.80 mmol) and CDI (0.261 g, 1.60 mmol) were added together and then reacted with nitroethane (0.090 g, 1.21 mmol) and DBU (0.306 g, 2.00 mmol) according to the general procedure. Purification by column chromatography gave 0.060 g (30%) as a yellow oil: 1H NMR (400 MHz, CDCl3) δ 7.31 (m, 2H), 7.21 (m, 3H), 5.24 (q, J=7.2 Hz, 1H), 2.64 (t, J=7.6 Hz, 2H), 2.58 (td, J=3.2, 6.8 Hz, 2H), 1.69 (d, J=7.2 Hz, 3H), 1.68 (m, 4H), 1.37 (m, 2H) ppm; 13C NMR (100 MHz, CDCl3) δ... The reactants are [I-].[Na+] (sodium iodide), OC1=CC=C(C(=O)C2=CC=CC=C2)C=C1 (4-hydroxybenzophenone), BrCCCCl (1-bromo-3-chloropropane), C([O-])([O-])=O.[K+].[K+] (potassium carbonate). Solvent: CC(CC)=O (2-butanone). Run at temperature 70 celsius. The product is ICCCOC1=CC=C(C(=O)C2=CC=CC=C2)C=C1 (4-(3-iodopropoxy)benzophenone). Yield: 90.1%. Reaction SMILES: [OH:1][C:2]1[CH:15]=[CH:14][C:5]([C:6]([C:8]2[CH:13]=[CH:12][CH:11]=[CH:10][CH:9]=2)=[O:7])=[CH:4][CH:3]=1.Br[CH2:17][CH2:18][CH2:19]Cl.C(=O)([O-])[O-].[K+].[K+].[I-:27].[Na+]>CC(=O)CC>[I:27][CH2:17][CH2:18][CH2:19][O:1][C:2]1[CH:3]=[CH:4][C:5]([C:6]([C:8]2[CH:13]=[CH:12][CH:11]=[CH:10][CH:9]=2)=[O:7])=[CH:14][CH:15]=1 |f:2.3.4,5.6|. Procedure: A 1000 mL three-neck flask was charged with 4-hydroxybenzophenone (50.00 g; 252.2 mmol), 1-bromo-3-chloropropane (79.41 g; 504.4 mmol) and 2-butanone (500 mL). After flushing with nitrogen, anhydrous potassium carbonate (104.6 g; 756.5 mmol) was added and the reaction mixture was stirred at reflux for 24 h. Full consumption of the starting 4-hydroxybenzophenone was confirmed by TLC. The reaction mixture was filtered, the filtrate evaporated, the oily residue dissolved in dichloromethane (300 mL)...